From a dataset of the Open Reaction Database (ORD), a public repository of structured organic reaction records. describe an organic reaction: reactants, conditions, products, and yield The reactants are OCC(C)=CCC[C@@H](C)[C@H]1CC(C2=C3CC[C@H]4CCCC[C@]4(C)[C@H]3CC[C@]12C)=O (hydroxy-5α-cholesta-8(14),24-dien-15-one), C(C)(=O)O[C@@H]1C[C@@H]2CCC3=C4C(C[C@H]([C@@H](CCC=C(C)C)C)[C@]4(CC[C@@H]3[C@]2(CC1)C)C)=O (3β-acetoxy-5α-cholesta-8(14),24-dien-15-one), ester. Yields the product O[C@@H]1C[C@@H]2CCC3=C4C(C[C@H]([C@@H](CCC(C(C)C)O)C)[C@]4(CC[C@@H]3[C@]2(CC1)C)C)=O (3β,24-dihydroxy-5α -cholest-8(14)-en-15-one), O[C@@H]1C[C@@H]2CCC3=C4C(C[C@H]([C@@H](CCCC(C)(C)O)C)[C@]4(CC[C@@H]3[C@]2(CC1)C)C)=O (3β,25-dihydroxy-5α-cholest-8(14)-en-15-one). RXN SMILES: [OH:1]CC(=CCC[C@H]([C@@H]1[C@]2(C)C(=C3[C@H](CC2)[C@]2(C)[C@H](CCCC2)CC3)C(=O)C1)C)C.C([O:33][C@H:34]1[CH2:58][CH2:57][C@@:56]2([CH3:59])[C@@H:36]([CH2:37][CH2:38][C:39]3[C@@H:55]2[CH2:54][CH2:53][C@@:52]2([CH3:60])[C:40]=3[C:41](=[O:61])[CH2:42][C@@H:43]2[C@H:44]([CH3:51])[CH2:45][CH2:46][CH:47]=[C:48]([CH3:50])[CH3:49])[CH2:35]1)(=O)C>>[OH:33][C@H:34]1[CH2:58][CH2:57][C@@:56]2([CH3:59])[C@@H:36]([CH2:37][CH2:38][C:39]3[C@@H:55]2[CH2:54][CH2:53][C@@:52]2([CH3:60])[C:40]=3[C:41](=[O:61])[CH2:42][C@@H:43]2[C@H:44]([CH3:51])[CH2:45][CH2:46][CH:47]([OH:1])[CH:48]([CH3:50])[CH3:49])[CH2:35]1.[OH:33][C@H:34]1[CH2:58][CH2:57][C@@:56]2([CH3:59])[C@@H:36]([CH2:37][CH2:38][C:39]3[C@@H:55]2[CH2:54][CH2:53][C@@:52]2([CH3:60])[C:40]=3[C:41](=[O:61])[CH2:42][C@@H:43]2[C@H:44]([CH3:51])[CH2:45][CH2:46][CH2:47][C:48]([OH:1])([CH3:49])[CH3:50])[CH2:35]1. Reported procedure: The synthetic protocols to be followed for preparing the preferred side chain derivatized cholest-8(14)-en-15-one compounds are known to those of skill in the art. For example, 3β-acetoxy-24-hydroxy-5α-chol-8(14)-en-15-one is converted to 3β-acetoxy-15-keto-5α-chol-8(14)-en-24-oic acid by oxidation of the alcohol with Jones reagent and subsequent hydrolysis of the C-3 acetate. Compounds such as 3β,24-dihydroxy-5α-cholest-8(14)-en-15-one, 3β,25-dihydroxy-5α-cholest-8(14)-en-15-one and 3β-hydroxy-... Reactants: BrC=1C=C(C(=O)OCC2=CC=CC=C2)C=C(C1)O (benzyl 3-bromo-5-hydroxybenzoate), BrCCCCCCCCC1OCCO1 (2-(8-bromooctyl)-1,3-dioxolane), C([O-])([O-])=O.[K+].[K+] (potassium carbonate). Run in CN(C=O)C (dimethyl formamide), O (water). Reaction conditions: temperature 80 celsius, time 16 hour. Product: O1C(OCC1)CCCCCCCCOC=1C=C(C(=O)OCC2=CC=CC=C2)C=C(C1)Br (Benzyl 3-((8-(1,3-dioxolan-2-yl)octyl)oxy)-5-bromobenzoate). Yield: 65.0%. As a reaction SMILES: [Br:1][C:2]1[CH:3]=[C:4]([CH:15]=[C:16]([OH:18])[CH:17]=1)[C:5]([O:7][CH2:8][C:9]1[CH:14]=[CH:13][CH:12]=[CH:11][CH:10]=1)=[O:6].Br[CH2:20][CH2:21][CH2:22][CH2:23][CH2:24][CH2:25][CH2:26][CH2:27][CH:28]1[O:32][CH2:31][CH2:30][O:29]1.C(=O)([O-])[O-].[K+].[K+]>CN(C)C=O.O>[O:29]1[CH2:30][CH2:31][O:32][CH:28]1[CH2:27][CH2:26][CH2:25][CH2:24][CH2:23][CH2:22][CH2:21][CH2:20][O:18][C:16]1[CH:15]=[C:4]([CH:3]=[C:2]([Br:1])[CH:17]=1)[C:5]([O:7][CH2:8][C:9]1[CH:14]=[CH:13][CH:12]=[CH:11][CH:10]=1)=[O:6] |f:2.3.4|. Reported procedure: To a stirred solution of benzyl 3-bromo-5-hydroxybenzoate (2.85 g, 9.22 mmol) in dimethyl formamide (50 mL), was added 2-(8-bromooctyl)-1,3-dioxolane (2.44 g, 9.21 mmol) and potassium carbonate (1.91 g, 13.8 mmol), and the mixture stirred at 80° C. for 16 hours. The reaction mixture was cooled to room temperature, diluted with water and extracted with ethyl acetate (×3). The combined organic extracts were washed with brine, dried (magnesium sulphate), filtered, and concentrated under reduced pre...